From a dataset of the Open Reaction Database (ORD), a public repository of structured organic reaction records. describe an organic reaction: reactants, conditions, products, and yield Starting materials: C(C(C)(C)C)O (neopentyl alcohol), C[Si](Cl)(C)C (trimethylchlorosilane), OH. The reagents and catalysts are [Br-].C(CCC)[N+](CCCC)(CCCC)CCCC (tetra-n-butyl ammonium bromide). Product: CC(CO[Si](C)(C)C)(C)C (2,2-dimethyl-1-trimethylsiloxypropane). As a reaction SMILES: [CH2:1]([OH:6])[C:2]([CH3:5])([CH3:4])[CH3:3].[CH3:7][Si:8]([CH3:11])([CH3:10])Cl>[Br-].C([N+](CCCC)(CCCC)CCCC)CCC>[CH3:3][C:2]([CH3:5])([CH3:4])[CH2:1][O:6][Si:8]([CH3:11])([CH3:10])[CH3:7] |f:2.3|. Procedure: 1 mole of neopentyl alcohol and 1.5 moles of trimethylchlorosilane together with 0.0005 moles of tetra-n-butyl ammonium bromide were heated under reflux (54°-100° C.) until the IR spectrum did not show an OH band. The product was worked up by fractional distillation at normal pressure. The reactants are Cl (HCl), ClC=1C=C(C=CC1)C(CNC(CC1=CC2=C(OC(O2)(C(=O)O)C(=O)O)C=C1)C)O (5-{2-[2-(3-chloro-phenyl)-2-hydroxy-ethylamino]-propyl}-benzo[1,3]dioxole-2,2-dicarboxylic acid), CC1(CC=CCC1)CO (1-methylcyclohex-3-enylmethanol), [K+].[Br-] (KBr). The product is CC1(CC=CCC1)COC(=O)C1(OC2=C(O1)C=CC(=C2)C[C@@H](C)NC[C@H](O)C2=CC(=CC=C2)Cl)C(=O)OCC2(CC=CCC2)C (5-{(2R)-2-[(2R)-2-(3-Chloro-phenyl)-2-hydroxy-ethylamino]-propyl}-benzo[1,3]dioxole-2,2-dicarboxylic aicd bis-(1-methyl-cyclohex-3-enylmethyl) ester). Reaction SMILES: [Cl:1][C:2]1[CH:3]=[C:4]([CH:8]([OH:29])[CH2:9][NH:10][CH:11]([CH3:28])[CH2:12][C:13]2[CH:27]=[CH:26][C:16]3[O:17][C:18]([C:23]([OH:25])=[O:24])([C:20]([OH:22])=[O:21])[O:19][C:15]=3[CH:14]=2)[CH:5]=[CH:6][CH:7]=1.[CH3:30][C:31]1([CH2:37]O)[CH2:36][CH2:35][CH:34]=[CH:33][CH2:32]1.[K+].[Br-].Cl>>[CH3:30][C:31]1([CH2:37][O:24][C:23]([C:18]2([C:20]([O:22][CH2:30][C:31]3([CH3:37])[CH2:36][CH2:35][CH:34]=[CH:33][CH2:32]3)=[O:21])[O:17][C:16]3[CH:26]=[CH:27][C:13]([CH2:12][C@H:11]([NH:10][CH2:9][C@@H:8]([C:4]4[CH:5]=[CH:6][CH:7]=[C:2]([Cl:1])[CH:3]=4)[OH:29])[CH3:28])=[CH:14][C:15]=3[O:19]2)=[O:25])[CH2:36][CH2:35][CH:34]=[CH:33][CH2:32]1 |f:2.3|. Procedure details: The title compound was prepared from 5-{2-[2-(3-chloro-phenyl)-2-hydroxy-ethylamino]-propyl}-benzo[1,3]dioxole-2,2-dicarboxylic acid and 1-methylcyclohex-3-enylmethanol according to the procedure of Example 1 as an off-white solid; 1H NMR (DMSO-d6,400 MHz) δ 0.84 (s, 6H, 2×CH3), 1.09 (d, J=6.4 Hz, 3H, CH3), 1.25-1.4 (m, 4H, CH2), 1.6-1.65 (m, 2H, CH2), 1.8-2.0 (m, 6H, CH2), 2.6 (m, 1H, CH), 3-3.3 (m, 3H, CH, CH2), 3.4 (brs, 1H, CH), 4.04 (m, 4H, OCH2, OCH2), 5.05 (m, 1H, CH), 5.55-5.65 (m, 4H, C... Reactants: COC1=C(CN(S(=O)(=O)C2=CC3=CC=CC(=C3C=C2)B2OC(C(O2)(C)C)(C)C)C2=NC=NS2)C=CC(=C1)OC (N-(2,4-dimethoxybenzyl)-5-(4,4,5,5-tetramethyl-1,3,2-dioxaborolan-2-yl)-N-(1,2,4-thiadiazol-5-yl)naphthalene-2 sulfonamide), COC1=C(CN(S(=O)(=O)C2=CC3=CC=CC(=C3C=C2)B2OC(C(O2)(C)C)(C)C)C2=NC=NS2)C=CC(=C1)OC (N-(2,4-dimethoxybenzyl)-5-(4,4,5,5-tetramethyl-1,3,2-dioxaborolan-2-yl)-N-(1,2,4-thiadiazol-5-yl)naphthalene-2 sulfonamide), BrC1=C(C=C(C=C1)Cl)OC(F)F (1-bromo-4-chloro-2-(difluoromethoxy)benzene), BrC1=C(C=C(C=C1)Cl)OC(F)F (1-bromo-4-chloro-2-(difluoromethoxy)benzene), Pd(dppf)Cl2DCM, O (water), C([O-])([O-])=O.[Na+].[Na+] (sodium carbonate). Run in C(C)(C)(C)O (t-butanol), O1CCOCC1 (Dioxane). Run at temperature 100 celsius. Product: ClC1=CC(=C(C=C1)C1=C2C=CC(=CC2=CC=C1)S(=O)(=O)N(C1=NC=NS1)CC1=C(C=C(C=C1)OC)OC)OC(F)F (5-(4-CHLORO-2-(DIFLUOROMETHOXY)PHENYL)-N-(2,4-DIMETHOXYBENZYL)-N-(1,2,4-THIADIAZOL-5-YL)NAPHTHALENE-2-SULFONAMIDE). RXN SMILES: [CH3:1][O:2][C:3]1[CH:37]=[C:36]([O:38][CH3:39])[CH:35]=[CH:34][C:4]=1[CH2:5][N:6]([C:29]1[S:33][N:32]=[CH:31][N:30]=1)[S:7]([C:10]1[CH:19]=[CH:18][C:17]2[C:12](=[CH:13][CH:14]=[CH:15][C:16]=2B2OC(C)(C)C(C)(C)O2)[CH:11]=1)(=[O:9])=[O:8].Br[C:41]1[CH:46]=[CH:45][C:44]([Cl:47])=[CH:43][C:42]=1[O:48][CH:49]([F:51])[F:50].C(=O)([O-])[O-].[Na+].[Na+].O>C(O)(C)(C)C.O1CCOCC1>[Cl:47][C:44]1[CH:45]=[CH:46][C:41]([C:16]2[CH:15]=[CH:14][CH:13]=[C:12]3[C:17]=2[CH:18]=[CH:19][C:10]([S:7]([N:6]([CH2:5][C:4]2[CH:34]=[CH:35][C:36]([O:38][CH3:39])=[CH:37][C:3]=2[O:2][CH3:1])[C:29]2[S:33][N:32]=[CH:31][N:30]=2)(=[O:9])=[O:8])=[CH:11]3)=[C:42]([O:48][CH:49]([F:50])[F:51])[CH:43]=1 |f:2.3.4|. Procedure details: A microwave vial was charged with N-(2,4-dimethoxybenzyl)-5-(4,4,5,5-tetramethyl-1,3,2-dioxaborolan-2-yl)-N-(1,2,4-thiadiazol-5-yl)naphthalene-2-sulfonamide (Intermediate E) (130 mg, 0.229 mmol), 1-bromo-4-chloro-2-(difluoromethoxy)benzene (Intermediate J) (118 mg, 0.458 mmol) and Pd(dppf)Cl2DCM (37.4 mg, 0.046 mmol). Dioxane (1145 μl) and t-butanol (1145 μl) were added to the reaction vial followed by sodium carbonate in water (362 μl, 0.687 mmol, 1.9 M). The vial was purged with nitrogen and s...